The task is: describe an organic reaction: reactants, conditions, products, and yield. This data is from the Open Reaction Database (ORD), a public repository of structured organic reaction records. RXN SMILES: [CH2:1]([S:4][C:5]1[C:15]2[NH:14][C:13](=S)[CH:12]([CH3:17])[N:11]=[C:10]([C:18]3[C:23]([CH2:24][CH3:25])=[CH:22][CH:21]=[CH:20][C:19]=3[CH2:26][CH3:27])[C:9]=2[CH:8]=[CH:7][CH:6]=1)[CH2:2][CH3:3].[OH:28][CH2:29][C:30]([NH:32][NH2:33])=O>>[CH2:1]([S:4][C:5]1[C:15]2[N:14]3[C:30]([CH2:29][OH:28])=[N:32][N:33]=[C:13]3[CH:12]([CH3:17])[N:11]=[C:10]([C:18]3[C:19]([CH2:26][CH3:27])=[CH:20][CH:21]=[CH:22][C:23]=3[CH2:24][CH3:25])[C:9]=2[CH:8]=[CH:7][CH:6]=1)[CH2:2][CH3:3]. The reactants are C(CC)SC1=CC=CC=2C(=NC(C(NC21)=S)C)C2=C(C=CC=C2CC)CC (1,3-dihydro-9-propylthio-3-methyl-5-(2,6-diethylphenyl)-2H-1,4-benzodiazepine-2-thione), OCC(=O)NN (hydroxyacetic acid hydrazide). Reported procedure: In the manner given in Example 11, a solution of 1,3-dihydro-9-propylthio-3-methyl-5-(2,6-diethylphenyl)-2H-1,4-benzodiazepine-2-thione and hydroxyacetic acid hydrazide in n-butylalchol was refluxed to give 10-propylthio-1-(hydroxymethyl)-4-methyl-6-(2,6-diethylphenyl)-4H-s-triazolo[4,3-a][1,4]benzodiazepine. The product is C(CC)SC1=CC=CC=2C(=NC(C=3N(C21)C(=NN3)CO)C)C3=C(C=CC=C3CC)CC (10-propylthio-1-(hydroxymethyl)-4-methyl-6-(2,6-diethylphenyl)-4H-s-triazolo[4,3-a][1,4]benzodiazepine). Product: CC(C)(C)OC(=O)CC1CCCCCCC(CO)NC1=O. As a reaction SMILES: [BH4-:25].[C:1]([CH3:2])([CH3:3])([CH3:4])[O:5][C:6](=[O:7])[CH2:8][CH:9]1[C:10](=[O:24])[NH:11][CH:12]([C:19](=[O:20])[O:21][CH2:22][CH3:23])[CH2:13][CH2:14][CH2:15][CH2:16][CH2:17][CH2:18]1.[C:29]([OH:30])([CH3:31])([CH3:32])[CH3:33].[CH3:27][OH:28].[Na+:26]>>[C:1]([CH3:2])([CH3:3])([CH3:4])[O:5][C:6](=[O:7])[CH2:8][CH:9]1[C:10](=[O:24])[NH:11][CH:12]([CH2:19][OH:20])[CH2:13][CH2:14][CH2:15][CH2:16][CH2:17][CH2:18]1. Starting materials: [BH4-], CCOC(=O)C1CCCCCCC(CC(=O)OC(C)(C)C)C(=O)N1, CC(C)(C)O, CO, [Na+]. Starting materials: C(#N)C=1C=C(CN2C=C(C3=CC=CC=C23)CC=2NC=CN2)C=CC1 (1-(3-Cyanobenzyl)-3-(1-imidazolylmethyl)indole), C(C)O (ethanol), C(C)O (ethanol), [OH-].[K+] (potassium hydroxide). Solvent: O (water). Product: C(=O)(O)C=1C=C(CN2C=C(C3=CC=CC=C23)CC=2NC=CN2)C=CC1 (1-(3-carboxybenzyl)-3-(1-imidazolylmethyl)indole). As a reaction SMILES: [C:1]([C:3]1[CH:4]=[C:5]([CH:22]=CC=1)[CH2:6][N:7]1[C:15]2[C:10](=[CH:11][CH:12]=[CH:13][CH:14]=2)[C:9]([CH2:16][C:17]2[NH:18][CH:19]=[CH:20][N:21]=2)=[CH:8]1)#N.[OH-:25].[K+].[CH2:27]([OH:29])[CH3:28]>O>[C:27]([C:28]1[CH:22]=[C:5]([CH:4]=[CH:3][CH:1]=1)[CH2:6][N:7]1[C:15]2[C:10](=[CH:11][CH:12]=[CH:13][CH:14]=2)[C:9]([CH2:16][C:17]2[NH:18][CH:19]=[CH:20][N:21]=2)=[CH:8]1)([OH:25])=[O:29] |f:1.2|. Procedure details: 1-(3-Cyanobenzyl)-3-(1-imidazolylmethyl)indole (1.0 g) was dissolved in ethanol (5 ml) and a solution of potassium hydroxide (0.5 g) in water (5 ml) was added. The mixture was heated under reflux for 6 hours and then worked up, as described in Example 11, to give 1-(3-carboxybenzyl)-3-(1-imidazolylmethyl)indole (0.70 g), m.p. 201.5°-203.5° C. (from ethanol). Found: C, 72.16; H, 5.19; N, 12.66. C20H17N3O2 requires: C, 72.49; H, 5.17; N, 12.68. Reactants: [I-].[Na+] (sodium iodide), BrCCCC (1-bromobutane), C(C)(C)NC(C)C (diisopropylamine), CN1C(SCC1=O)C=1C=NC=CC1 (3-methyl-2-(3-pyridyl)thiazolidin-4-one), C(CCC)[Li] (butyllithium), P(=O)([O-])([O-])[O-] (phosphate). Solvent: O1CCCC1 (tetrahydrofuran), CN(C)P(=O)(N(C)C)N(C)C (hexamethylphosphorotriamide), O1CCCC1 (tetrahydrofuran), O1CCCC1 (tetrahydrofuran), CCCCCC (hexane). Run at time 1 hour. The product is C(CCC)C1C(N(C(S1)C=1C=NC=CC1)C)=O (5-butyl-3-methyl-2-(3-pyridyl)- thiazolidin-4-one). The yield is 19.2%. RXN SMILES: C(NC(C)C)(C)C.[CH2:8]([Li])[CH2:9][CH2:10][CH3:11].[CH3:13][N:14]1[C:18](=[O:19])[CH2:17][S:16][CH:15]1[C:20]1[CH:21]=[N:22][CH:23]=[CH:24][CH:25]=1.BrCCCC.[I-].[Na+].P([O-])([O-])([O-])=O>CCCCCC.O1CCCC1.CN(P(N(C)C)(N(C)C)=O)C>[CH2:8]([CH:17]1[S:16][CH:15]([C:20]2[CH:21]=[N:22][CH:23]=[CH:24][CH:25]=2)[N:14]([CH3:13])[C:18]1=[O:19])[CH2:9][CH2:10][CH3:11] |f:4.5|. Procedure details: Dry diisopropylamine (1 ml, 5.7 mmol) was added to dry tetrahydrofuran (3 ml), and a butyllithium solution (3.9 ml, 6.2 mmol) in hexane was added dropwise at -40° C., the mixture was kept at -10° C. for 1 hour. A solution of 3-methyl-2-(3-pyridyl)thiazolidin-4-one (1 g, 5.2 mmol) in dry tetrahydrofuran (7 ml) was added dropwise to the mixture at -20 to -10° C. After this reaction mixture had been kept between those temperatures for 1 hour, there were added at -10° C 1-bromobutane (0.78 g, 5.7 mm... The reactants are ClCCCI, [H-], O=C1CCc2cc([N+](=O)[O-])ccc2N1, [Na+], O. Yields the product O=C1CCc2cc([N+](=O)[O-])ccc2N1CCCCl. Reaction SMILES: [Cl:17][CH2:18][CH2:19][CH2:20][I:21].[H-:15].[N+:1](=[O:2])([O-:3])[c:4]1[cH:5][c:6]2[c:11]([cH:12][cH:13]1)[NH:10][C:9](=[O:14])[CH2:8][CH2:7]2.[Na+:16].[OH2:22]>>[N+:1](=[O:2])([O-:3])[c:4]1[cH:5][c:6]2[c:11]([cH:12][cH:13]1)[N:10]([CH2:20][CH2:19][CH2:18][Cl:17])[C:9](=[O:14])[CH2:8][CH2:7]2. Reactants: BrC=1C(=CC(=NC1)N)Cl (5-bromo-4-chloropyridin-2-amine), C(C)(=O)Cl (acetyl chloride). Solvent: N1=CC=CC=C1 (pyridine). Reaction conditions: time 3 hour. Yields the product BrC=1C(=CC(=NC1)NC(C)=O)Cl (N-(5-bromo-4-chloropyridin-2-yl)acetamide). Isolated yield 100.0%. As a reaction SMILES: [Br:1][C:2]1[C:3]([Cl:9])=[CH:4][C:5]([NH2:8])=[N:6][CH:7]=1.[C:10](Cl)(=[O:12])[CH3:11]>N1C=CC=CC=1>[Br:1][C:2]1[C:3]([Cl:9])=[CH:4][C:5]([NH:8][C:10](=[O:12])[CH3:11])=[N:6][CH:7]=1. Reported procedure: To a stirred solution of 5-bromo-4-chloropyridin-2-amine (11.6 g, 55.9 mmol) in pyridine (100 mL) at 0° C. was added acetyl chloride (3.98 mL, 55.9 mmol) and the reaction was stirred at rt for 3 hours. The reaction was quenched with cold water. The reaction mixture was concentrated under reduced pressure. The residue was reconstituted in ethyl acetate and water. The organics were extracted with ethyl acetate (3×50 mL). The combined organic layers were washed with water (100 mL), brine (100 mL) a... Starting materials: ClC1=C(CNC(CC#N)=O)C=CC=C1 (N-o-chlorobenzyl-2-cyanoacetamide), COC(N(C)C)OC (N,N-dimethylformamide dimethylacetal). Yields the product ClC1=C(CNC(C(=CN(C)C)C#N)=O)C=CC=C1 (N-o-chlorobenzyl-2-cyano-3-dimethylaminoacrylamide). As a reaction SMILES: [Cl:1][C:2]1[CH:14]=[CH:13][CH:12]=[CH:11][C:3]=1[CH2:4][NH:5][C:6](=[O:10])[CH2:7][C:8]#[N:9].CO[CH:17](OC)[N:18]([CH3:20])[CH3:19]>>[Cl:1][C:2]1[CH:14]=[CH:13][CH:12]=[CH:11][C:3]=1[CH2:4][NH:5][C:6](=[O:10])[C:7]([C:8]#[N:9])=[CH:17][N:18]([CH3:19])[CH3:20]. Reported procedure: As for Example 1, N-o-chlorobenzyl-2-cyanoacetamide, colorless needles, m.p. 108°-109° C., (prepared as described in U.S. Pat. No. 3,116,312) is heated with N,N-dimethylformamide dimethylacetal to give N-o-chlorobenzyl-2-cyano-3-dimethylaminoacrylamide as colorless needles, m.p. 144°-146.5° C.